From a dataset of the Open Reaction Database (ORD), a public repository of structured organic reaction records. describe an organic reaction: reactants, conditions, products, and yield The reactants are COC(=O)c1cccc(C)c1OCc1ccc(C(F)(F)F)cc1, [Li+], [OH-]. The product is Cc1cccc(C(=O)O)c1OCc1ccc(C(F)(F)F)cc1. As a reaction SMILES: [F:1][C:2]([c:3]1[cH:4][cH:5][c:6]([CH2:7][O:8][c:9]2[c:10]([C:11](=[O:12])[O:13][CH3:14])[cH:15][cH:16][cH:17][c:18]2[CH3:19])[cH:20][cH:21]1)([F:22])[F:23].[Li+:25].[OH-:24]>>[F:1][C:2]([c:3]1[cH:4][cH:5][c:6]([CH2:7][O:8][c:9]2[c:10]([C:11](=[O:12])[OH:13])[cH:15][cH:16][cH:17][c:18]2[CH3:19])[cH:20][cH:21]1)([F:22])[F:23]. Reactants: CNC1=CC=C(C(=O)OC)C=C1 (Methyl 4-methylaminobenzoate), C1(CCCC1)C(=O)O (cyclopentanecarboxylic acid). The product is C1(CCCC1)C(=O)CNC1=CC=C(C(=O)O)C=C1 (4-(Cyclopentanecarbonylmethylamino)benzoic acid). RXN SMILES: [CH3:1][NH:2][C:3]1[CH:12]=[CH:11][C:6]([C:7]([O:9]C)=[O:8])=[CH:5][CH:4]=1.[CH:13]1([C:18](O)=[O:19])[CH2:17][CH2:16][CH2:15][CH2:14]1>>[CH:13]1([C:18]([CH2:1][NH:2][C:3]2[CH:12]=[CH:11][C:6]([C:7]([OH:9])=[O:8])=[CH:5][CH:4]=2)=[O:19])[CH2:17][CH2:16][CH2:15][CH2:14]1. Reported procedure: Methyl 4-methylaminobenzoate was reacted with cyclopentanecarboxylic acid by method E and then hydrolyzed by method P-a. This resulted in the product with the molecular weight of 247.30 (C14H17NO3); MS (ESI): 248 (M+H+). Reaction SMILES: [C:20](=[O:21])([c:22]1[nH:23][cH:24][cH:25][n:26]1)[c:27]1[nH:28][cH:29][cH:30][n:31]1.[CH3:32][CH2:33][CH2:34][CH2:35][CH2:36][CH3:37].[Cl:38][CH2:39][Cl:40].[n:1]1[c:2]([C:7](=[O:8])[c:9]2[c:10](-[c:15]3[o:16][cH:17][cH:18][cH:19]3)[n:11][c:12]([NH2:14])[s:13]2)[cH:3][cH:4][cH:5][cH:6]1>>[n:1]1[c:2]([C:7](=[O:8])[c:9]2[c:10](-[c:15]3[o:16][cH:17][cH:18][cH:19]3)[n:11][c:12]([N:14]=[C:20]=[O:21])[s:13]2)[cH:3][cH:4][cH:5][cH:6]1. Reactants: O=C(c1ncc[nH]1)c1ncc[nH]1, CCCCCC, ClCCl, Nc1nc(-c2ccco2)c(C(=O)c2ccccn2)s1. Product: O=C=Nc1nc(-c2ccco2)c(C(=O)c2ccccn2)s1. Reactants: Example 1 ( 1b ), C(C)(C)(C)OC(CNC(C1=CC=C(C=C1)O)=O)=O (N-(4-Hydroxybenzoyl)glycine tert-butyl ester), C1(=CC=CC=C1)CCCCO (4-phenylbutan-1-ol). Product: C1(=CC=CC=C1)CCCCOC1=CC=C(C(=O)NCC(=O)O)C=C1 (N-[4-(4-Phenylbutoxy)benzoyl]glycine). Yield: 62.6%. RXN SMILES: C([O:5][C:6](=[O:18])[CH2:7][NH:8][C:9](=[O:17])[C:10]1[CH:15]=[CH:14][C:13]([OH:16])=[CH:12][CH:11]=1)(C)(C)C.[C:19]1([CH2:25][CH2:26][CH2:27][CH2:28]O)[CH:24]=[CH:23][CH:22]=[CH:21][CH:20]=1>>[C:19]1([CH2:25][CH2:26][CH2:27][CH2:28][O:16][C:13]2[CH:12]=[CH:11][C:10]([C:9]([NH:8][CH2:7][C:6]([OH:5])=[O:18])=[O:17])=[CH:15][CH:14]=2)[CH:24]=[CH:23][CH:22]=[CH:21][CH:20]=1. Procedure details: The same reaction as in Example 1 (1b) was conducted using N-(4-hydroxybenzoyl)glycine tert-butyl ester (249 mg, 0.991 mmol) prepared in Example 1 (1a) and 4-phenylbutan-1-ol (200 μL, 1.30 mmol) to give 203 mg of the title compound (white powder, yield: 63%). Reactants: ClC1=C(C(=O)O)C=CC(=C1)[N+](=O)[O-] (2-chloro-4-nitrobenzoic acid), [H][H] (hydrogen), CC(=O)C (acetone). The reagents and catalysts are [C].[Pd] (palladium carbon). Solvent: C(C)O (ethanol). Run at time 72 hour. Product: NC1=CC(=C(C(=O)O)C=C1)Cl (4-Amino-2-chlorobenzoic Acid). Reaction SMILES: [Cl:1][C:2]1[CH:10]=[C:9]([N+:11]([O-])=O)[CH:8]=[CH:7][C:3]=1[C:4]([OH:6])=[O:5].[H][H].CC(C)=O>C(O)C.[C].[Pd]>[NH2:11][C:9]1[CH:8]=[CH:7][C:3]([C:4]([OH:6])=[O:5])=[C:2]([Cl:1])[CH:10]=1 |f:4.5|. Procedure: In ethanol (250 mL) was dissolved 100 g (F.W. 201.57, 496 mmol) of 2-chloro-4-nitrobenzoic acid (1) and after replacing with argon, a 10% palladium carbon catalyst (4.0+1.5 g) was added thereto. After replacing with hydrogen, the mixture was stirred at room temperature for 72 hours. The formed crystal was dissolved with acetone and filtered to remove the catalyst. The solvent was distilled under reduced pressure to quantitatively obtain 88 g of the target 4-amino-2-chlorobenzoic acid (2). Starting materials: C1CCOC1, [Li]CCCC, CCCCCC, CCCC(C)(C)CC(=O)OCC, COP(C)(=O)OC, CC(=O)O, O. Product: CCCC(C)(C)CC(=O)CP(=O)(OC)OC. RXN SMILES: [CH2:31]1[O:32][CH2:33][CH2:34][CH2:35]1.[CH2:8]([Li:9])[CH2:10][CH2:11][CH3:12].[CH3:13][CH2:14][CH2:15][CH2:16][CH2:17][CH3:18].[CH3:19][C:20]([CH2:21][C:22](=[O:23])[O:24][CH2:25][CH3:26])([CH2:27][CH2:28][CH3:29])[CH3:30].[CH3:1][P:2]([O:3][CH3:4])([O:5][CH3:6])=[O:7].[CH3:37][C:38](=[O:39])[OH:40].[OH2:36]>>[CH2:1]([P:2]([O:3][CH3:4])([O:5][CH3:6])=[O:7])[C:22]([CH2:21][C:20]([CH3:19])([CH2:27][CH2:28][CH3:29])[CH3:30])=[O:23].